Dataset: the Open Reaction Database (ORD), a public repository of structured organic reaction records. Task: describe an organic reaction: reactants, conditions, products, and yield Starting materials: O=C(NCC1CCCCC1)c1cnc(Cl)nc1C(F)(F)F, Nc1cccc(F)c1F, C1COCCO1. The product is O=C(NCC1CCCCC1)c1cnc(Nc2cccc(F)c2F)nc1C(F)(F)F. RXN SMILES: [CH:1]1([CH2:7][NH:8][C:9](=[O:10])[c:11]2[c:12]([C:18]([F:19])([F:20])[F:21])[n:13][c:14]([Cl:17])[n:15][cH:16]2)[CH2:2][CH2:3][CH2:4][CH2:5][CH2:6]1.[F:22][c:23]1[c:24]([NH2:25])[cH:26][cH:27][cH:28][c:29]1[F:30].[O:31]1[CH2:32][CH2:33][O:34][CH2:35][CH2:36]1>>[CH:1]1([CH2:7][NH:8][C:9](=[O:10])[c:11]2[c:12]([C:18]([F:19])([F:20])[F:21])[n:13][c:14]([NH:25][c:24]3[c:23]([F:22])[c:29]([F:30])[cH:28][cH:27][cH:26]3)[n:15][cH:16]2)[CH2:2][CH2:3][CH2:4][CH2:5][CH2:6]1. Starting materials: OC(COC1=CC=CC=2NC(NC21)=O)CN(CC2=CC=CC=C2)CC2=CC=CC=C2 (4-[2-Hydroxy-3-(N,N dibenzylamino)propoxy]-1,3-dihydro-2H-benzimidazol-2-one), C(=O)[O-].[NH4+] (ammonium formate). The reagents and catalysts are [Pd] (palladium on carbon). Run in CO (methanol). Product: O[C@H](COC1=CC=CC=2NC(NC21)=O)CN ((S)-4-[2-Hydroxy-3-aminopropoxy]-1,3-dihydro-2H-benzimidazol-2-one). As a reaction SMILES: [OH:1][CH:2]([CH2:15][N:16](CC1C=CC=CC=1)CC1C=CC=CC=1)[CH2:3][O:4][C:5]1[C:13]2[NH:12][C:11](=[O:14])[NH:10][C:9]=2[CH:8]=[CH:7][CH:6]=1.C([O-])=O.[NH4+]>CO.[Pd]>[OH:1][C@@H:2]([CH2:15][NH2:16])[CH2:3][O:4][C:5]1[C:13]2[NH:12][C:11](=[O:14])[NH:10][C:9]=2[CH:8]=[CH:7][CH:6]=1 |f:1.2|. Reported procedure: 4-[2-Hydroxy-3-(N,N dibenzylamino)propoxy]-1,3-dihydro-2H-benzimidazol-2-one (4.35 g, 10.8 mmol) was dissolved in methanol (200 mL) and treated with a vast excess of ammonium formate (13.0 g, 0.21 mol), followed by 10% palladium on carbon (1.5 g). The suspension was stirred at reflux for 3 hours. After cooling the suspension, the reaction mixture was filtered through Celite. The filtrate concentrated in vacuo to a pale brown oil which slowly crystallized upon standing. The resulting solid was tr...